This data is from the Open Reaction Database (ORD), a public repository of structured organic reaction records. The task is: describe an organic reaction: reactants, conditions, products, and yield Starting materials: CO, COC(=O)C(C)(C)C1CCC(N(C)C)CC1, [Na+], [OH-]. Yields the product CN(C)C1CCC(C(C)(C)C(=O)O)CC1. RXN SMILES: [CH3:19][OH:20].[CH3:1][O:2][C:3]([C:4]([CH3:5])([CH3:6])[CH:7]1[CH2:8][CH2:9][CH:10]([N:13]([CH3:14])[CH3:15])[CH2:11][CH2:12]1)=[O:16].[Na+:18].[OH-:17]>>[O:2]=[C:3]([C:4]([CH3:5])([CH3:6])[CH:7]1[CH2:8][CH2:9][CH:10]([N:13]([CH3:14])[CH3:15])[CH2:11][CH2:12]1)[OH:16]. Starting materials: O=C[C@H](O)[C@@H](O)[C@H](O)[C@H](O)CO (glucose), O=C[C@H](O)[C@@H](O)[C@H](O)[C@H](O)CO (glucose), C(C(CO)(CO)N)O (Tris), C(\C=C/C(=O)O)(=O)O (maleic acid), MgSO4.7H2O, OS(=O)(=O)[O-].[Na+] (NaHSO4). Product: OCC(=O)[C@@H](O)[C@H](O)[C@H](O)CO (fructose). RXN SMILES: [O:1]=[CH:2][C@@H:3]([C@H:5]([C@@H:7]([C@@H:9]([CH2:11][OH:12])[OH:10])[OH:8])[OH:6])[OH:4].C(O)C(N)(CO)CO.C(O)(=O)/C=C\C(O)=O.OS([O-])(=O)=O.[Na+]>>[OH:1][CH2:2][C:3]([C@H:5]([C@@H:7]([C@@H:9]([CH2:11][OH:12])[OH:10])[OH:8])[OH:6])=[O:4] |f:3.4|. Procedure details: The glucose isomerase activity of the immobilized samples was estimated at 70° C. using a batch assay technique using small particles (≈80 mesh). The assay was carried out in 125 ml. Erlenmeyer flasks in which the dry enzyme was hydrated in substrate (1 M glucose, 0.1 M Tris, 0.1 M maleic acid, 4.1 mM MgSO4.7H2O and 5 mmM NaHSO4 at pH 8.0) for 10 minutes at room temperature. The assay reaction was started by placing the flask in a 70° C. shaker water bath. At 15, 30, 45, 60 and 75 minutes, a 0.0... Reactants: BrC=1C=CC(=C(C1)C1=CN=C(N=N1)N)F (6-(5-Bromo-2-fluorophenyl)-1,2,4-triazin-3-amine), C(Br)(Br)Br (bromoform), N(=O)OCCC(C)C (Isoamyl nitrite). Run at temperature 80 celsius, time 1 hour. The product is BrC=1N=NC(=CN1)C1=C(C=CC(=C1)Br)F (3-Bromo-6-(5-bromo-2-fluorophenyl)-1,2,4-triazine). RXN SMILES: [Br:1][C:2]1[CH:3]=[CH:4][C:5]([F:15])=[C:6]([C:8]2[N:13]=[N:12][C:11](N)=[N:10][CH:9]=2)[CH:7]=1.N(OCCC(C)C)=O.C(Br)(Br)[Br:25]>>[Br:25][C:11]1[N:12]=[N:13][C:8]([C:6]2[CH:7]=[C:2]([Br:1])[CH:3]=[CH:4][C:5]=2[F:15])=[CH:9][N:10]=1. Procedure details: 6-(5-Bromo-2-fluorophenyl)-1,2,4-triazin-3-amine (4.5 g, 16.7 mmol) was dissolved in 25 mL of bromoform and heated to 80° C. Isoamyl nitrite (9.8 g, 83.5 mmol) was then added and stirred at 85° C. for 1 h. The reaction mixture was then concentrated and silica gel chromatography afforded a yellow solid (4.4 g), m/z=331.1 [M+H]. Reactants: CCOC(=O)c1ccccc1-c1ccc2[nH]c(COc3cccc(OCC4CCOCC4)c3)c(C)c(=O)c2c1, CCO, Cl, [K+], [OH-]. Product: Cc1c(COc2cccc(OCC3CCOCC3)c2)[nH]c2ccc(-c3ccccc3C(=O)O)cc2c1=O. RXN SMILES: [CH3:1][c:2]1[c:3]([CH2:24][O:25][c:26]2[cH:27][c:28]([O:32][CH2:33][CH:34]3[CH2:35][CH2:36][O:37][CH2:38][CH2:39]3)[cH:29][cH:30][cH:31]2)[nH:4][c:5]2[cH:6][cH:7][c:8](-[c:13]3[cH:14][cH:15][cH:16][cH:17][c:18]3[C:19](=[O:20])[O:21][CH2:22][CH3:23])[cH:9][c:10]2[c:11]1=[O:12].[CH3:43][CH2:44][OH:45].[ClH:42].[K+:41].[OH-:40]>>[CH3:1][c:2]1[c:3]([CH2:24][O:25][c:26]2[cH:27][c:28]([O:32][CH2:33][CH:34]3[CH2:35][CH2:36][O:37][CH2:38][CH2:39]3)[cH:29][cH:30][cH:31]2)[nH:4][c:5]2[cH:6][cH:7][c:8](-[c:13]3[cH:14][cH:15][cH:16][cH:17][c:18]3[C:19](=[O:20])[OH:21])[cH:9][c:10]2[c:11]1=[O:12]. Solvent: CO (methanol), ClCCl (dichloromethane). Starting materials: FC=1C=C(C=CC1I)N1C(O[C@H](C1)COC(C)=O)=O (Acetic acid (5R)-3-(3-fluoro-4-iodophenyl)-2-oxo-oxazolidin-5-ylmethyl ester), FC=1C=C(C=CC1I)N1C(O[C@H](C1)COC(C)=O)=O (Acetic acid (5R)-3-(3-fluoro-4-iodophenyl)-2-oxo-oxazolidin-5-ylmethyl ester), C([O-])([O-])=O.[K+].[K+] (potassium carbonate), C(C)(=O)O (acetic acid), O (water). As a reaction SMILES: [F:1][C:2]1[CH:3]=[C:4]([N:9]2[CH2:13][C@H:12]([CH2:14][O:15]C(=O)C)[O:11][C:10]2=[O:19])[CH:5]=[CH:6][C:7]=1[I:8].C(=O)([O-])[O-].[K+].[K+].C(O)(=O)C.O>CO.ClCCl>[F:1][C:2]1[CH:3]=[C:4]([N:9]2[CH2:13][C@H:12]([CH2:14][OH:15])[O:11][C:10]2=[O:19])[CH:5]=[CH:6][C:7]=1[I:8] |f:1.2.3|. Procedure details: Acetic acid (5R)-3-(3-fluoro-4-iodophenyl)-2-oxo-oxazolidin-5-ylmethyl ester (Intermediate 2, 30 g, 79 mmol) was treated with potassium carbonate (16.4 g, 0.119 mmol) in a mixture of methanol (800 ml) and dichloromethane (240 ml) at ambient temperature for 25 minutes, then immediately neutralised by the addition of acetic acid (10 ml) and water (500 ml). The precipitate was filtered, washed with water, and dissolved in dichloromethane (1.2 L), the solution washed with saturated sodium bicarbonat... The product is FC=1C=C(C=CC1I)N1C(O[C@H](C1)CO)=O ((5R)-3-(3-Fluoro-4-iodophenyl)-5-hydroxymethyloxazolidin-2-one). Isolated yield 86.4%. Reactants: [H][H] (hydrogen), 27.8, Cl.FC1=CC=C(C=C1)C(=C1C(CN(CC1)CC1=CC=CC=C1)O)C1=CC=C(C=C1)F (4-[bis(4-fluorophenyl)methylene]-1-(phenylmethyl)-3-piperidinol hydrochloride). The reagents and catalysts are [Pd] (palladium-on-charcoal). Solvent: CO (methanol). Product: 21.9, Cl.FC1=CC=C(C=C1)C(=C1C(CNCC1)O)C1=CC=C(C=C1)F (4-[bis(4-fluorophenyl)methylene]-3-piperidinol hydrochloride). Isolated yield 100.0%. Reaction SMILES: [ClH:1].[F:2][C:3]1[CH:8]=[CH:7][C:6]([C:9]([C:24]2[CH:29]=[CH:28][C:27]([F:30])=[CH:26][CH:25]=2)=[C:10]2[CH2:15][CH2:14][N:13](CC3C=CC=CC=3)[CH2:12][CH:11]2[OH:23])=[CH:5][CH:4]=1.[H][H]>[Pd].CO>[ClH:1].[F:2][C:3]1[CH:8]=[CH:7][C:6]([C:9]([C:24]2[CH:25]=[CH:26][C:27]([F:30])=[CH:28][CH:29]=2)=[C:10]2[CH2:15][CH2:14][NH:13][CH2:12][CH:11]2[OH:23])=[CH:5][CH:4]=1 |f:0.1,5.6|. Procedure details: A mixture of 27.8 parts of 4-[bis(4-fluorophenyl)methylene]-1-(phenylmethyl)-3-piperidinol hydrochloride and 200 parts of methanol was hydrogenated at normal pressure and at room temperature with 3 parts of palladium-on-charcoal catalyst 10%. After the calculated amount of hydrogen was taken up, the catalyst was filtered off and the filtrate was evaporated. The residue was suspended in 80 parts of acetonitrile. The product was filtered off and dried, yielding 21.9 parts (100%) of 4-[bis(4-fluoro... The reactants are C(C)OC1=C(C=CC(=C1)CC(=O)NC(CCC)C1=C(C=CC=C1)N1CCCCC1)CCC(=O)OCC (ethyl 3-[2-ethoxy-4-[N-(1-(2-piperidino-phenyl)-1-butyl)-aminocarbonylmethyl]-phenyl]-propionate). Run in C(Cl)(Cl)Cl.CO (chloroform methanol). The product is C(C)OC1=C(C=CC(=C1)CC(=O)NC(CCC)C1=C(C=CC=C1)N1CCCCC1)CCC(=O)O (3-[2-Ethoxy-4-[N-(1-(2-piperidino-phenyl)-1-butyl)-aminocarbonylmethyl]-phenyl]-propionic acid). RXN SMILES: [CH2:1]([O:3][C:4]1[CH:9]=[C:8]([CH2:10][C:11]([NH:13][CH:14]([C:18]2[CH:23]=[CH:22][CH:21]=[CH:20][C:19]=2[N:24]2[CH2:29][CH2:28][CH2:27][CH2:26][CH2:25]2)[CH2:15][CH2:16][CH3:17])=[O:12])[CH:7]=[CH:6][C:5]=1[CH2:30][CH2:31][C:32]([O:34]CC)=[O:33])[CH3:2]>C(Cl)(Cl)Cl.CO>[CH2:1]([O:3][C:4]1[CH:9]=[C:8]([CH2:10][C:11]([NH:13][CH:14]([C:18]2[CH:23]=[CH:22][CH:21]=[CH:20][C:19]=2[N:24]2[CH2:25][CH2:26][CH2:27][CH2:28][CH2:29]2)[CH2:15][CH2:16][CH3:17])=[O:12])[CH:7]=[CH:6][C:5]=1[CH2:30][CH2:31][C:32]([OH:34])=[O:33])[CH3:2] |f:1.2|. Reported procedure: Prepared analogously to Example 33 by alkaline saponification of ethyl 3-[2-ethoxy-4-[N-(1-(2-piperidino-phenyl)-1-butyl)-aminocarbonylmethyl]-phenyl]-propionate and subsequent purification by column chromatography (chloroform/methanol=9/1).